Task: describe an organic reaction: reactants, conditions, products, and yield. Dataset: the Open Reaction Database (ORD), a public repository of structured organic reaction records Yields the product C(C1=CC=CC=C1)OC(=O)N1CC=2N=C(OC2C1)C (2-Methyl-4,6-dihydro-pyrrolo[3,4-d]oxazole-5-carboxylic acid benzyl ester). RXN SMILES: [OH-].C([NH+](CC)CC)C.[C:9]([NH:12][CH:13]1[C:17](=[O:18])[CH2:16][N:15]([C:19]([O:21][CH2:22][C:23]2[CH:28]=[CH:27][CH:26]=[CH:25][CH:24]=2)=[O:20])[CH2:14]1)(=O)[CH3:10]>C1COCC1>[CH2:22]([O:21][C:19]([N:15]1[CH2:16][C:17]2[O:18][C:9]([CH3:10])=[N:12][C:13]=2[CH2:14]1)=[O:20])[C:23]1[CH:28]=[CH:27][CH:26]=[CH:25][CH:24]=1 |f:0.1|. The solvent is C1CCOC1 (THF). Yield: 31.9%. Run at temperature 65 celsius, time 1 hour. Procedure: 8.5 g methoxycarbonylsulfamoyl)triethylammoniumhydroxid was added to 4.7 g benzyl 3-acetamido-4-oxopyrrolidine-1-carboxylate in 180 mL THF. The reaction was stirred 1 h at 65° C. and evaporated. The residue was purified on silica gel (hexane/ethyl acetate:1/1) to give 1.4 g of the desired product. Reactants: [OH-].C(C)[NH+](CC)CC (triethylammoniumhydroxid), C(C)(=O)NC1CN(CC1=O)C(=O)OCC1=CC=CC=C1 (benzyl 3-acetamido-4-oxopyrrolidine-1-carboxylate). The reactants are O=C([O-])[O-], CCI, Cc1nnnn1-c1ncccc1C(=O)O, CC(C)=O, [K+], [K+]. Product: CCOC(=O)c1cccnc1-n1nnnc1C. RXN SMILES: [C:16](=[O:17])([O-:18])[O-:19].[CH2:22]([CH3:23])[I:24].[CH3:1][c:2]1[n:3][n:4][n:5][n:6]1-[c:7]1[c:8]([C:9](=[O:10])[OH:11])[cH:12][cH:13][cH:14][n:15]1.[CH3:25][C:26](=[O:27])[CH3:28].[K+:20].[K+:21]>>[CH3:1][c:2]1[n:3][n:4][n:5][n:6]1-[c:7]1[c:8]([C:9](=[O:10])[O:11][CH2:22][CH3:23])[cH:12][cH:13][cH:14][n:15]1. The reactants are Cl (Hydrochloric acid), COC=1C=C(C=CC1OC)/C(/C#N)=C/C=1SC(=CC1)N1CCN(CC1)C ((Z)-2-(3,4-dimethoxy-phenyl)-3-[5-(4-methyl-piperazin-1-yl)-thiophen-2-yl]-acrylonitrile). Conditions: time 1 hour. The product is Cl.COC=1C=C(C=CC1OC)/C(/C#N)=C/C=1SC(=CC1)N1CCN(CC1)C ((Z)-2-(3,4-dimethoxy-phenyl)-3-[5-(4-methyl-piperazin-1-yl)-thiophen-2-yl]-acrylonitrile hydrochloride). The yield is 99.0%. As a reaction SMILES: [ClH:1].[CH3:2][O:3][C:4]1[CH:5]=[C:6](/[C:12](=[CH:15]/[C:16]2[S:17][C:18]([N:21]3[CH2:26][CH2:25][N:24]([CH3:27])[CH2:23][CH2:22]3)=[CH:19][CH:20]=2)/[C:13]#[N:14])[CH:7]=[CH:8][C:9]=1[O:10][CH3:11]>>[ClH:1].[CH3:2][O:3][C:4]1[CH:5]=[C:6](/[C:12](=[CH:15]/[C:16]2[S:17][C:18]([N:21]3[CH2:26][CH2:25][N:24]([CH3:27])[CH2:23][CH2:22]3)=[CH:19][CH:20]=2)/[C:13]#[N:14])[CH:7]=[CH:8][C:9]=1[O:10][CH3:11] |f:2.3|. Procedure details: 0.1N Hydrochloric acid (14.9 mL) was added to Compound 8 (500 mg) for dissolution, and purified water (10 mL) was added to the solution, followed by stirring at room temperature for 1 hour. The reaction mixture was lyophilized, to thereby yield the target product (yield: 546 mg, 99%).